Dataset: the Open Reaction Database (ORD), a public repository of structured organic reaction records. Task: describe an organic reaction: reactants, conditions, products, and yield The reactants are C=C(C)OC(C)=O, CCOC(C)=O, Nc1c(C(F)(F)F)ccc2c1CNCC2. The product is CC(=O)N1CCc2ccc(C(F)(F)F)c(N)c2C1. RXN SMILES: [C:16]([CH3:17])(=[O:18])[O:19][C:20]([CH3:21])=[CH2:22].[CH3:23][CH2:24][O:25][C:26](=[O:27])[CH3:28].[NH2:1][c:2]1[c:3]([C:12]([F:13])([F:14])[F:15])[cH:4][cH:5][c:6]2[c:11]1[CH2:10][NH:9][CH2:8][CH2:7]2>>[NH2:1][c:2]1[c:3]([C:12]([F:13])([F:14])[F:15])[cH:4][cH:5][c:6]2[c:11]1[CH2:10][N:9]([C:16]([CH3:17])=[O:18])[CH2:8][CH2:7]2. The reactants are CC(C)Oc1cccc(C(=O)Cl)c1, OCCC1(c2ccc(C(F)(F)F)cc2)CCNC1. Product: CC(C)Oc1cccc(C(=O)N2CCC(CCO)(c3ccc(C(F)(F)F)cc3)C2)c1. RXN SMILES: [CH:19]([CH3:20])([CH3:21])[O:22][c:23]1[cH:24][c:25]([C:26](=[O:27])[Cl:28])[cH:29][cH:30][cH:31]1.[F:1][C:2]([c:3]1[cH:4][cH:5][c:6]([C:9]2([CH2:14][CH2:15][OH:16])[CH2:10][NH:11][CH2:12][CH2:13]2)[cH:7][cH:8]1)([F:17])[F:18]>>[F:1][C:2]([c:3]1[cH:4][cH:5][c:6]([C:9]2([CH2:14][CH2:15][OH:16])[CH2:10][N:11]([C:26]([c:25]3[cH:24][c:23]([O:22][CH:19]([CH3:20])[CH3:21])[cH:31][cH:30][cH:29]3)=[O:27])[CH2:12][CH2:13]2)[cH:7][cH:8]1)([F:17])[F:18]. Starting materials: CC1(C)NN(C2CCCCCC2)C1=O, Clc1ccc(Cl)c(CBr)c1. The product is CC1(C)C(=O)N(C2CCCCCC2)N1Cc1cc(Cl)ccc1Cl. Reaction SMILES: [CH:1]1([N:8]2[NH:9][C:10]([CH3:13])([CH3:14])[C:11]2=[O:12])[CH2:2][CH2:3][CH2:4][CH2:5][CH2:6][CH2:7]1.[Cl:15][c:16]1[c:17]([CH2:18][Br:19])[cH:20][c:21]([Cl:24])[cH:22][cH:23]1>>[CH:1]1([N:8]2[N:9]([CH2:18][c:17]3[c:16]([Cl:15])[cH:23][cH:22][c:21]([Cl:24])[cH:20]3)[C:10]([CH3:13])([CH3:14])[C:11]2=[O:12])[CH2:2][CH2:3][CH2:4][CH2:5][CH2:6][CH2:7]1.